Task: describe an organic reaction: reactants, conditions, products, and yield. Dataset: the Open Reaction Database (ORD), a public repository of structured organic reaction records Procedure details: To a 3 L volume four-necked flask, ethyl 2-(2,6-diethyl-4-methylphenyl)-2-oxoacetate (9-a) (320.82 g) and tetrahydrofuran (600 ml) were added at room temperature and cooled. 10.7% by weight of aqueous sodium hydroxide solution (900 ml) was added dropwise at 10° C. over 2 hours. The resulting mixture was stirred at room temperature for 1 hour. After the organic solvent was removed under reduced pressure, tert-butyl methyl ether was added to the aqueous layer to wash. After the organic layer was r... Reactants: C(C)C1=C(C(=CC(=C1)C)CC)C(C(=O)OCC)=O (ethyl 2-(2,6-diethyl-4-methylphenyl)-2-oxoacetate), [OH-].[Na+] (sodium hydroxide). Run at time 1 hour. Solvent: O1CCCC1 (tetrahydrofuran). The product is C(C)C1=C(C(=CC(=C1)C)CC)C(C(=O)O)=O (2-(2,6-diethyl-4-methylphenyl)-2-oxoacetic acid). Reaction SMILES: [CH2:1]([C:3]1[CH:8]=[C:7]([CH3:9])[CH:6]=[C:5]([CH2:10][CH3:11])[C:4]=1[C:12](=[O:18])[C:13]([O:15]CC)=[O:14])[CH3:2].[OH-].[Na+]>O1CCCC1>[CH2:10]([C:5]1[CH:6]=[C:7]([CH3:9])[CH:8]=[C:3]([CH2:1][CH3:2])[C:4]=1[C:12](=[O:18])[C:13]([OH:15])=[O:14])[CH3:11] |f:1.2|. Yield: 58.5%. The reactants are O=S(=O)(NC1CCN(Cc2ccccc2)CC1)c1ccccc1, [Li]CCCC, COCCOC, CCOC(C)=O, O=Cc1ccc(Cl)cc1. Yields the product O=S1(=O)c2ccccc2C(c2ccc(Cl)cc2)N1C1CCN(Cc2ccccc2)CC1. Reaction SMILES: [CH2:1]([c:2]1[cH:3][cH:4][cH:5][cH:6][cH:7]1)[N:8]1[CH2:9][CH2:10][CH:11]([NH:14][S:15](=[O:16])(=[O:17])[c:18]2[cH:19][cH:20][cH:21][cH:22][cH:23]2)[CH2:12][CH2:13]1.[CH2:24]([Li:25])[CH2:26][CH2:27][CH3:28].[CH2:38]([CH2:39][O:40][CH3:41])[O:42][CH3:43].[CH2:44]([O:45][C:46](=[O:47])[CH3:48])[CH3:49].[Cl:29][c:30]1[cH:31][cH:32][c:33]([CH:34]=[O:35])[cH:36][cH:37]1>>[CH2:1]([c:2]1[cH:3][cH:4][cH:5][cH:6][cH:7]1)[N:8]1[CH2:9][CH2:10][CH:11]([N:14]2[S:15](=[O:16])(=[O:17])[c:18]3[c:19]([cH:20][cH:21][cH:22][cH:23]3)[CH:34]2[c:33]2[cH:32][cH:31][c:30]([Cl:29])[cH:37][cH:36]2)[CH2:12][CH2:13]1.